From a dataset of the Open Reaction Database (ORD), a public repository of structured organic reaction records. describe an organic reaction: reactants, conditions, products, and yield Reactants: COC1=CC=C(C=C1)COCCOC[C@@H]1C=2C=3C(=NC=NC3SC2CC1)OC1CCC(CC1)N(C(OC(C)(C)C)=O)C (tert-butyl N-(4-[[(3S)-3-([2-[(4-methoxyphenyl)methoxy]ethoxy]methyl)-7-thia-9,11-diazatricyclo[6.4.0.0^[2,6]]dodeca-1(8),2(6),9,11-tetraen-12-yl]oxy]cyclohexyl)-N-methylcarbamate), C(#N)C1=C(C(=O)C(=C(C1=O)Cl)Cl)C#N (DDQ). The solvent is O (water), ClCCl (dichloromethane), O (water). Run at temperature 25 celsius, time 14 hour. The product is OCCCOC[C@@H]1C=2C=3C(=NC=NC3SC2CC1)OC1CCC(CC1)N(C(OC(C)(C)C)=O)C (tert-butyl N-(4-[[(3S)-3-[(3-hydroxypropoxy)methyl]-7-thia-9,11-diazatricyclo[6.4.0.0[2,6]]dodeca-1(8),2(6),9,11-tetraen-12-yl]oxy]cyclohexyl)-N-methylcarbamate). The yield is 64.3%. RXN SMILES: COC1C=CC(CO[CH2:11][CH2:12][O:13][CH2:14][C@H:15]2[CH2:26][CH2:25][C:24]3[S:23][C:22]4[N:21]=[CH:20][N:19]=[C:18]([O:27][CH:28]5[CH2:33][CH2:32][CH:31]([N:34]([CH3:42])[C:35](=[O:41])[O:36][C:37]([CH3:40])([CH3:39])[CH3:38])[CH2:30][CH2:29]5)[C:17]=4[C:16]2=3)=CC=1.C(C1C(=O)C(Cl)=C(Cl)[C:47](=[O:48])C=1C#N)#N>ClCCl.O>[OH:48][CH2:47][CH2:11][CH2:12][O:13][CH2:14][C@H:15]1[CH2:26][CH2:25][C:24]2[S:23][C:22]3[N:21]=[CH:20][N:19]=[C:18]([O:27][CH:28]4[CH2:29][CH2:30][CH:31]([N:34]([CH3:42])[C:35](=[O:41])[O:36][C:37]([CH3:38])([CH3:39])[CH3:40])[CH2:32][CH2:33]4)[C:17]=3[C:16]1=2. Procedure: A solution of tert-butyl N-(4-[[(3S)-3-([2-[(4-methoxyphenyl)methoxy]ethoxy]methyl)-7-thia-9,11-diazatricyclo[6.4.0.0^[2,6]]dodeca-1(8),2(6),9,11-tetraen-12-yl]oxy]cyclohexyl)-N-methylcarbamate (700 mg, 1.17 mmol, 1.00 equiv) in dichloromethane (10 mL)/water (0.5 mL) was added DDQ (399 mg, 1.76 mmol, 1.50 equiv) and the resulting solution was stirred for 14 hrs at 25° C. under nitrogen. The resulting solution was diluted with water and extracted with 3×100 mL of ethyl acetate. The organic layers... Reactants: CN(/C=C/C(=O)C1=NN(C=CC1=O)C1=CC(=CC=C1)S(=O)(=O)N1CCCC1)C (3-((E)-3-Dimethylamino-acryloyl)-1-[3-(pyrrolidine-1-sulfonyl)-phenyl]-1H-pyridazin-4-one), ClC1=CC=C2C(=CC=NC2=C1)NN ((7-chloro-quinolin-4-yl)-hydrazine). The product is ClC1=CC=C2C(=CC=NC2=C1)N1N=CC=C1C1=NN(C=CC1=O)C1=CC(=CC=C1)S(=O)(=O)N1CCCC1 (3-[2-(7-Chloro-quinolin-4-yl)-2H-pyrazol-3-yl]-1-[3-(pyrrolidine-1-sulfonyl)-phenyl]-1H-pyridazin-4-one). As a reaction SMILES: CN(C)/[CH:3]=[CH:4]/[C:5]([C:7]1[C:12](=[O:13])[CH:11]=[CH:10][N:9]([C:14]2[CH:19]=[CH:18][CH:17]=[C:16]([S:20]([N:23]3[CH2:27][CH2:26][CH2:25][CH2:24]3)(=[O:22])=[O:21])[CH:15]=2)[N:8]=1)=O.[Cl:29][C:30]1[CH:39]=[C:38]2[C:33]([C:34]([NH:40][NH2:41])=[CH:35][CH:36]=[N:37]2)=[CH:32][CH:31]=1>>[Cl:29][C:30]1[CH:39]=[C:38]2[C:33]([C:34]([N:40]3[C:5]([C:7]4[C:12](=[O:13])[CH:11]=[CH:10][N:9]([C:14]5[CH:19]=[CH:18][CH:17]=[C:16]([S:20]([N:23]6[CH2:24][CH2:25][CH2:26][CH2:27]6)(=[O:22])=[O:21])[CH:15]=5)[N:8]=4)=[CH:4][CH:3]=[N:41]3)=[CH:35][CH:36]=[N:37]2)=[CH:32][CH:31]=1. Procedure: The product was obtained starting from 3-((E)-3-Dimethylamino-acryloyl)-1-[3-(pyrrolidine-1-sulfonyl)-phenyl]-1H-pyridazin-4-one (A-29) and (7-chloro-quinolin-4-yl)-hydrazine according to the method described for example 91. MS: M=533.1 (M+H)+